This data is from the Open Reaction Database (ORD), a public repository of structured organic reaction records. The task is: describe an organic reaction: reactants, conditions, products, and yield The reactants are CCOC(=O)c1nc2c(=O)[nH]c3cc(C(F)(F)F)ccc3n2c1CBr, CC#N, c1c[nH]cn1. Yields the product CCOC(=O)c1nc2c(=O)[nH]c3cc(C(F)(F)F)ccc3n2c1Cc1ncc[nH]1. As a reaction SMILES: [Br:1][CH2:2][c:3]1[c:4]([C:21](=[O:22])[O:23][CH2:24][CH3:25])[n:5][c:6]2[n:7]1[c:8]1[cH:9][cH:10][c:11]([C:17]([F:18])([F:19])[F:20])[cH:12][c:13]1[nH:14][c:15]2=[O:16].[CH3:31][C:32]#[N:33].[nH:26]1[cH:27][n:28][cH:29][cH:30]1>>[CH2:2]([c:3]1[c:4]([C:21](=[O:22])[O:23][CH2:24][CH3:25])[n:5][c:6]2[n:7]1[c:8]1[cH:9][cH:10][c:11]([C:17]([F:18])([F:19])[F:20])[cH:12][c:13]1[nH:14][c:15]2=[O:16])[c:27]1[nH:26][cH:30][cH:29][n:28]1.